Dataset: the Open Reaction Database (ORD), a public repository of structured organic reaction records. Task: describe an organic reaction: reactants, conditions, products, and yield The reactants are CC1=CC=CC(=N1)N (6-Methyl-pyridin-2-ylamine), C(C1=CC=CC=C1)(=O)N=C=S (benzoylisothiocyanate). Run in C(C)O (ethanol). Run at temperature 40 celsius, time 10 minute. Product: CC1=CC=CC(=N1)NC(=S)N ((6-Methyl-pyridin-2-yl)-thiourea). RXN SMILES: [CH3:1][C:2]1[N:7]=[C:6]([NH2:8])[CH:5]=[CH:4][CH:3]=1.C([N:17]=[C:18]=[S:19])(=O)C1C=CC=CC=1>C(O)C>[CH3:1][C:2]1[N:7]=[C:6]([NH:8][C:18]([NH2:17])=[S:19])[CH:5]=[CH:4][CH:3]=1. Procedure: 6-Methyl-pyridin-2-ylamine (1.0 g, 9.2 mmol) is dissolved in ethanol (10 ml) and benzoylisothiocyanate (1.24 ml, 9.2 mmol) is added dropwise. The mixture is heated to 40° C. with stirring for 10 minutes then allowed to cool to room temperature. The solvent is removed in vacuo and the resulting solid dissolved in 1M sodium hydroxide (15 ml) and heated under reflux for 2 hour. The resultant suspension is filtered and the solid washed copiously with water and then with cold ethanol. The solid is dr... Reactants: Cl (hydrochloric acid), FC1=CC=C(C=C1)C(C(=O)C1=CC=CC=C1)CC(C(C)C)=O (2-(4-Fluorophenyl)-5-methyl-1-phenyl-hexane-1,4-dione), NN1CCCCC1 (N-aminopiperidine), CN(C=O)C (dimethylformamide). Solvent: O (water), C1(=CC=CC=C1)C (toluene), C(C)(=O)OCC (ethyl acetate). Product: FC1=CC=C(C=C1)C1=C(N(C(=C1)C(C)C)N1CCCCC1)C1=CC=CC=C1 (3-(4-Fluorophenyl)-5-isopropyl-2-phenyl-1-piperidinopyrrole). RXN SMILES: Cl.[F:2][C:3]1[CH:8]=[CH:7][C:6]([CH:9]([CH2:18][C:19](=O)[CH:20]([CH3:22])[CH3:21])[C:10]([C:12]2[CH:17]=[CH:16][CH:15]=[CH:14][CH:13]=2)=O)=[CH:5][CH:4]=1.[NH2:24][N:25]1[CH2:30][CH2:29][CH2:28][CH2:27][CH2:26]1.CN(C)C=O>C1(C)C=CC=CC=1.C(OCC)(=O)C.O>[F:2][C:3]1[CH:8]=[CH:7][C:6]([C:9]2[CH:18]=[C:19]([CH:20]([CH3:22])[CH3:21])[N:24]([N:25]3[CH2:30][CH2:29][CH2:28][CH2:27][CH2:26]3)[C:10]=2[C:12]2[CH:17]=[CH:16][CH:15]=[CH:14][CH:13]=2)=[CH:5][CH:4]=1. Procedure: 7.5 ml of conc. hydrochloric acid are added to 22.5 g (75 mmol) of the compound from Example 2 and 25 g (250 mmol) of N-aminopiperidine in 200 ml of toluene AR and 30 ml of dimethylformamide and the mixture is heated to reflux in a water separator for 48 hours. The mixture is cooled, diluted using 200 ml of ethyl acetate, and extracted three times using 1N hydrochloric acid and twice using saturated sodium hydrogen carbonate solution. The organic phase is dried over magnesium sulphate and concen... The reactants are CC(C)(C)OC(=O)N1CCN(C2(C)CC2)CC1, ClCCl, O=C(O)C(F)(F)F. Product: O=C(O)C(F)(F)F, CC1(N2CCNCC2)CC1. As a reaction SMILES: [C:1]([O:2][C:3](=[O:4])[N:8]1[CH2:9][CH2:10][N:11]([C:14]2([CH3:17])[CH2:15][CH2:16]2)[CH2:12][CH2:13]1)([CH3:5])([CH3:6])[CH3:7].[Cl:25][CH2:26][Cl:27].[F:18][C:19]([C:20](=[O:21])[OH:22])([F:23])[F:24]>>[F:18][C:19]([C:20](=[O:21])[OH:22])([F:23])[F:24].[NH:8]1[CH2:9][CH2:10][N:11]([C:14]2([CH3:17])[CH2:15][CH2:16]2)[CH2:12][CH2:13]1. Starting materials: Cc1ccccc1, FC(F)(F)CCI, c1ccc(P(c2ccccc2)c2ccccc2)cc1. Product: FC(F)(F)CC[P+](c1ccccc1)(c1ccccc1)c1ccccc1, [I-]. RXN SMILES: [CH3:27][c:28]1[cH:29][cH:30][cH:31][cH:32][cH:33]1.[F:1][C:2]([CH2:3][CH2:4][I:5])([F:6])[F:7].[c:8]1([P:14]([c:15]2[cH:16][cH:17][cH:18][cH:19][cH:20]2)[c:21]2[cH:22][cH:23][cH:24][cH:25][cH:26]2)[cH:9][cH:10][cH:11][cH:12][cH:13]1>>[F:1][C:2]([CH2:3][CH2:4][P+:14]([c:8]1[cH:9][cH:10][cH:11][cH:12][cH:13]1)([c:15]1[cH:16][cH:17][cH:18][cH:19][cH:20]1)[c:21]1[cH:22][cH:23][cH:24][cH:25][cH:26]1)([F:6])[F:7].[I-:5]. The reactants are CCN(C(C)C)C(C)C, CC(C)O, O=[N+]([O-])c1cnccc1Cl, CCOP(=O)(NC1CNCCC1Cl)OCC. Yields the product CCOP(=O)(NC1CN(c2ccncc2[N+](=O)[O-])CCC1Cl)OCC. RXN SMILES: [CH:27]([N:28]([CH2:29][CH3:30])[CH:31]([CH3:32])[CH3:33])([CH3:34])[CH3:35].[CH:36]([OH:37])([CH3:38])[CH3:39].[Cl:17][c:18]1[c:19]([N+:24](=[O:25])[O-:26])[cH:20][n:21][cH:22][cH:23]1.[Cl:1][CH:2]1[CH:3]([NH:8][P:9]([O:10][CH2:11][CH3:12])([O:13][CH2:14][CH3:15])=[O:16])[CH2:4][NH:5][CH2:6][CH2:7]1>>[Cl:1][CH:2]1[CH:3]([NH:8][P:9]([O:10][CH2:11][CH3:12])([O:13][CH2:14][CH3:15])=[O:16])[CH2:4][N:5]([c:18]2[c:19]([N+:24](=[O:25])[O-:26])[cH:20][n:21][cH:22][cH:23]2)[CH2:6][CH2:7]1. The reactants are ClCCCBr, O=C([O-])[O-], Cn1ccc2c1C(=O)CNS2(=O)=O, CC(C)=O, [K+], [K+]. Product: Cn1ccc2c1C(=O)CN(CCCCl)S2(=O)=O. As a reaction SMILES: [Br:14][CH2:15][CH2:16][CH2:17][Cl:18].[C:19](=[O:20])([O-:21])[O-:22].[CH3:1][n:2]1[cH:3][cH:4][c:5]2[c:6]1[C:7](=[O:13])[CH2:8][NH:9][S:10]2(=[O:11])=[O:12].[CH3:25][C:26](=[O:27])[CH3:28].[K+:23].[K+:24]>>[CH3:1][n:2]1[cH:3][cH:4][c:5]2[c:6]1[C:7](=[O:13])[CH2:8][N:9]([CH2:15][CH2:16][CH2:17][Cl:18])[S:10]2(=[O:11])=[O:12].